This data is from the Open Reaction Database (ORD), a public repository of structured organic reaction records. The task is: describe an organic reaction: reactants, conditions, products, and yield Starting materials: [Cl-].CC1=C(C(=CC(=C1)C)C)[N+]1=CN(C=C1)C1=C(C=C(C=C1C)C)C (1,3-bis(2,4,6-trimethylphenyl)imidazoliumchloride), C(=O)([O-])[O-].[Cs+].[Cs+] (Cs2CO3), BrC1=CC=CC(=N1)C(COCC)SC1=CC(=C(C=C1)OCC(=O)OCC)C (ethyl [(4-{[1-(6-bromo-2-pyridinyl)-2-(ethyloxy)ethyl]thio}-2-methylphenyl)oxy]acetate), FC(C1=CC=C(C=C1)B1OCCO1)(F)F (2-[4-(Trifluoromethyl)phenyl]-1,3,2-dioxaborolane). Reagents/catalysts: C(C)(=O)[O-].[Pd+2].C(C)(=O)[O-] (palladium (II) acetate). The solvent is O1CCOCC1 (1,4-dioxane), O1CCOCC1 (1,4-dioxane). Conditions: time 10 minute. The product is C(C)OCC(C1=NC(=CC=C1)C1=CC=C(C=C1)C(F)(F)F)SC1=CC(=C(C=C1)OCC(=O)OCC)C (Ethyl ({4-[(2-(ethyloxy)-1-{6-[4-(trifluoromethyl)phenyl]-2-pyridinyl}ethyl)thio]-2-methylphenyl}oxy)acetate). The yield is 24.5%. RXN SMILES: [Cl-].CC1C=C(C)C=C(C)C=1[N+]1C=CN(C2C(C)=CC(C)=CC=2C)C=1.C([O-])([O-])=O.[Cs+].[Cs+].Br[C:32]1[N:37]=[C:36]([CH:38]([S:43][C:44]2[CH:49]=[CH:48][C:47]([O:50][CH2:51][C:52]([O:54][CH2:55][CH3:56])=[O:53])=[C:46]([CH3:57])[CH:45]=2)[CH2:39][O:40][CH2:41][CH3:42])[CH:35]=[CH:34][CH:33]=1.[F:58][C:59]([F:72])([F:71])[C:60]1[CH:65]=[CH:64][C:63](B2OCCO2)=[CH:62][CH:61]=1>O1CCOCC1.C([O-])(=O)C.[Pd+2].C([O-])(=O)C>[CH2:41]([O:40][CH2:39][CH:38]([S:43][C:44]1[CH:49]=[CH:48][C:47]([O:50][CH2:51][C:52]([O:54][CH2:55][CH3:56])=[O:53])=[C:46]([CH3:57])[CH:45]=1)[C:36]1[CH:35]=[CH:34][CH:33]=[C:32]([C:63]2[CH:64]=[CH:65][C:60]([C:59]([F:72])([F:71])[F:58])=[CH:61][CH:62]=2)[N:37]=1)[CH3:42] |f:0.1,2.3.4,8.9.10|. Procedure: To a mixture of palladium (II) acetate (6 mg, 0.027 mmol), 1,3-bis(2,4,6-trimethylphenyl)imidazoliumchloride (9 mg, 0.026 mmol) and Cs2CO3 (266 mg, 0.816 mmol) in 1,4-dioxane (1 mL) was added ethyl [(4-{[1-(6-bromo-2-pyridinyl)-2-(ethyloxy)ethyl]thio}-2-methylphenyl)oxy]acetate (125 mg, 0.275 mmol) in 1,4-dioxane (1.75 mL) and the resulting mixture stirred under nitrogen at ambient temperature for 10 min. 2-[4-(Trifluoromethyl)phenyl]-1,3,2-dioxaborolane (69 mg, 0.300 mmol) was then added and th... Reactants: C(C1=CC=CO1)=O (furfural), O1CCCC1 (tetrahydrofuran). Reagents/catalysts: [Br-].C(CCC)[N+](CCCC)(CCCC)CCCC (tetrabutylammonium bromide), [Cl-].C(CCCCCCCCCCCCCCC)[N+](C)(C)C (cetyltrimethylammonium chloride). The solvent is C1(=CC=CC=C1)C (toluene). Yields the product OC(CC#C)C=1OC=CC1 (2-(1-hydroxy-3-butynyl)furan). As a reaction SMILES: [CH:1](=[O:7])[C:2]1[O:6][CH:5]=[CH:4][CH:3]=1.O1C[CH2:11][CH2:10][CH2:9]1>[Cl-].C([N+](C)(C)C)CCCCCCCCCCCCCCC.[Br-].C([N+](CCCC)(CCCC)CCCC)CCC.C1(C)C=CC=CC=1>[OH:7][CH:1]([C:2]1[O:6][CH:5]=[CH:4][CH:3]=1)[CH2:11][C:10]#[CH:9] |f:2.3,4.5|. Reported procedure: Reaction and after-treatment were carried out in the same manner as in Example 16 except that an equimolar amount of furfural was used in place of 5-methylfurfural, and that cetyltrimethylammonium chloride and tetrahydrofuran were used in place of tetrabutylammonium bromide and toluene, respectively, in the same weights as those of the latter, to obtain 44.0 g of the fraction of 2-(1-hydroxy-3-butynyl)furan (content, 99.4%) (yield, 80.3%). Product: O=[N+]([O-])c1ccc(CCCBr)cc1. Starting materials: CCCCCC, CCOC(C)=O, O=[N+]([O-])O, BrCCCc1ccccc1. RXN SMILES: [CH3:15][CH2:16][CH2:17][CH2:18][CH2:19][CH3:20].[CH3:21][CH2:22][O:23][C:24]([CH3:25])=[O:26].[OH:11][N+:12]([O-:13])=[O:14].[c:1]1([CH2:7][CH2:8][CH2:9][Br:10])[cH:2][cH:3][cH:4][cH:5][cH:6]1>>[c:1]1([CH2:7][CH2:8][CH2:9][Br:10])[cH:2][cH:3][c:4]([N+:12](=[O:11])[O-:13])[cH:5][cH:6]1. The reactants are BrCC(=O)Br (2-bromoacetyl bromide), C(C1=CC=CC=C1)NCC (N-benzyl-N-ethylamine), COC1=C(C=CC=C1)NS(=O)(=O)C1=C(C=CC=C1)C (N-(2-methoxy-phenyl)-2-methyl-benzenesulfonamide). The product is C(C1=CC=CC=C1)N(C(CN(S(=O)(=O)C=1C(=CC=CC1)C)C1=C(C=CC=C1)OC)=O)CC (N-Benzyl-N-ethyl-2-[(2-methoxy-phenyl)-(toluene-2-sulfonyl)-amino]-acetamide). Reaction SMILES: Br[CH2:2][C:3](Br)=[O:4].[CH2:6]([NH:13][CH2:14][CH3:15])[C:7]1[CH:12]=[CH:11][CH:10]=[CH:9][CH:8]=1.[CH3:16][O:17][C:18]1[CH:23]=[CH:22][CH:21]=[CH:20][C:19]=1[NH:24][S:25]([C:28]1[CH:33]=[CH:32][CH:31]=[CH:30][C:29]=1[CH3:34])(=[O:27])=[O:26]>>[CH2:6]([N:13]([CH2:14][CH3:15])[C:3](=[O:4])[CH2:2][N:24]([C:19]1[CH:20]=[CH:21][CH:22]=[CH:23][C:18]=1[O:17][CH3:16])[S:25]([C:28]1[C:29]([CH3:34])=[CH:30][CH:31]=[CH:32][CH:33]=1)(=[O:27])=[O:26])[C:7]1[CH:12]=[CH:11][CH:10]=[CH:9][CH:8]=1. Reported procedure: prepared by reaction of 2-bromoacetyl bromide with N-benzyl-N-ethylamine and N-(2-methoxy-phenyl)-2-methyl-benzenesulfonamide Starting materials: NC1=NC=C(C=N1)C=1C=C(C(=CC1)NC(C)(C)C)N (4-(2-amino-pyrimidin-5-yl)-N1-tert-butyl-benzene-1,2-diamine), ClC1=CC(=C(C=O)C=C1)N1N=CN=C1 (4-chloro-2-1,2,4-triazol-1-yl-benzaldehyde), CC=1C=CC(=CC1)S(=O)(=O)O (TsOH). Solvent: CO (methanol). Run at temperature 65 celsius, time 18 hour. The product is C(C)(C)(C)N1C(=NC2=C1C=CC(=C2)C=2C=NC(=NC2)N)C2=C(C=C(C=C2)Cl)N2N=CN=C2 (5-[1-tert-Butyl-2-(4-chloro-2-1,2,4-triazol-1-yl-phenyl)-1H-benzimidazol-5-yl]-pyrimidin-2-ylamine). Reaction SMILES: [NH2:1][C:2]1[N:7]=[CH:6][C:5]([C:8]2[CH:9]=[C:10]([NH2:19])[C:11]([NH:14][C:15]([CH3:18])([CH3:17])[CH3:16])=[CH:12][CH:13]=2)=[CH:4][N:3]=1.[Cl:20][C:21]1[CH:28]=[CH:27][C:24]([CH:25]=O)=[C:23]([N:29]2[CH:33]=[N:32][CH:31]=[N:30]2)[CH:22]=1.CC1C=CC(S(O)(=O)=O)=CC=1>CO>[C:15]([N:14]1[C:11]2[CH:12]=[CH:13][C:8]([C:5]3[CH:4]=[N:3][C:2]([NH2:1])=[N:7][CH:6]=3)=[CH:9][C:10]=2[N:19]=[C:25]1[C:24]1[CH:27]=[CH:28][C:21]([Cl:20])=[CH:22][C:23]=1[N:29]1[CH:33]=[N:32][CH:31]=[N:30]1)([CH3:16])([CH3:18])[CH3:17]. Procedure details: The 4-(2-amino-pyrimidin-5-yl)-N1-tert-butyl-benzene-1,2-diamine (185 mg, 0.72 mmol) and 4-chloro-2-1,2,4-triazol-1-yl-benzaldehyde (150 mg, 0.72 mmol) are combined in methanol (5 mL) and warmed to 65° C. After 18 hours, catalytic TsOH is added and heating is continued at 65° C. for 48 hours. The reaction mixture is cooled to room temperature and concentrated. The residue is purified via flash chromatography (12 g silica gel, 0-10% MeOH/CH2Cl2). Product-containing fractions are combined and conc... Reactants: BrCc1ccc2nsnc2c1, COC(=O)c1[nH]c(=O)c2ccc(Br)cc2c1-c1ccccc1, [H-], [Na+], CN(C)C=O, O. The product is COC(=O)c1c(-c2ccccc2)c2cc(Br)ccc2c(=O)n1Cc1ccc2nsnc2c1. Reaction SMILES: [Br:25][CH2:26][c:27]1[cH:28][c:29]2[c:30]([n:31][s:32][n:33]2)[cH:34][cH:35]1.[CH3:1][O:2][C:3](=[O:4])[c:5]1[nH:6][c:7](=[O:22])[c:8]2[cH:9][cH:10][c:11]([Br:21])[cH:12][c:13]2[c:14]1-[c:15]1[cH:16][cH:17][cH:18][cH:19][cH:20]1.[H-:23].[Na+:24].[O:37]=[CH:38][N:39]([CH3:40])[CH3:41].[OH2:36]>>[CH3:1][O:2][C:3](=[O:4])[c:5]1[n:6]([CH2:26][c:27]2[cH:28][c:29]3[c:30]([n:31][s:32][n:33]3)[cH:34][cH:35]2)[c:7](=[O:22])[c:8]2[cH:9][cH:10][c:11]([Br:21])[cH:12][c:13]2[c:14]1-[c:15]1[cH:16][cH:17][cH:18][cH:19][cH:20]1. The reactants are C1(CC1)SC1=C(C=CC=C1)C1N(CCC1C(=O)OCC)C(=O)OC(C)(C)C (1-tert-Butyl 3-ethyl 2-(2-(cyclopropylthio)phenyl)pyrrolidine-1,3-dicarboxylate), OOS(=O)[O-].[K+] (Oxone), O (water). The solvent is CCO (EtOH). Product: C1(CC1)S(=O)(=O)C1=C(C=CC=C1)C1N(CCC1C(=O)OCC)C(=O)OC(C)(C)C (1-tert-Butyl 3-ethyl 2-(2-(cyclopropylsulfonyl)phenyl)pyrrolidine-1,3-dicarboxylate). Reaction SMILES: [CH:1]1([S:4][C:5]2[CH:10]=[CH:9][CH:8]=[CH:7][C:6]=2[CH:11]2[CH:15]([C:16]([O:18][CH2:19][CH3:20])=[O:17])[CH2:14][CH2:13][N:12]2[C:21]([O:23][C:24]([CH3:27])([CH3:26])[CH3:25])=[O:22])[CH2:3][CH2:2]1.[OH:28]OS([O-])=O.[K+].[OH2:34]>CCO>[CH:1]1([S:4]([C:5]2[CH:10]=[CH:9][CH:8]=[CH:7][C:6]=2[CH:11]2[CH:15]([C:16]([O:18][CH2:19][CH3:20])=[O:17])[CH2:14][CH2:13][N:12]2[C:21]([O:23][C:24]([CH3:26])([CH3:25])[CH3:27])=[O:22])(=[O:28])=[O:34])[CH2:2][CH2:3]1 |f:1.2|. Procedure: To 160D (3.3 g, 8.43 mmol) in EtOH (25 mL) at 0° C. was added a solution of Oxone (11.4 g, 18.6 mmol) in water (60 mL). The mixture was stirred at rt over night. The precipitate was filtered. The filtrate was neutralized with sat. NaHCO3 and EtOH was removed under reduced pressure. The residue was extracted with EtOAc. The organic layer was washed with brine, dried (Na2SO4), filtered and concentrated to give crude 160E with >90% purity. 1H NMR of the crude 160E indicated a mixture of cis and tra...